The task is: describe an organic reaction: reactants, conditions, products, and yield. This data is from the Open Reaction Database (ORD), a public repository of structured organic reaction records. Starting materials: [H-].[Na+] (NaH), C(C1=CC=CC=C1)OC1=CC=C(CCl)C=C1 (4-(benzyloxy)benzyl chloride), ice, CC(CO)=C (2-methyl-2-propen-1-ol). Run in CN(C)C=O (DMF), CN(C)C=O (DMF), CN(C)C=O (DMF). Conditions: temperature 0 celsius, time 30 minute. Product: C(C1=CC=CC=C1)OC1=CC=C(C=C1)COCC(=C)C (1-(benzyloxy)-4-{[(2-methyl-2-propenyl)oxy]methyl}benzene). Yield: 93.3%. RXN SMILES: [CH3:1][C:2](=[CH2:5])[CH2:3][OH:4].[H-].[Na+].[CH2:8]([O:15][C:16]1[CH:23]=[CH:22][C:19]([CH2:20]Cl)=[CH:18][CH:17]=1)[C:9]1[CH:14]=[CH:13][CH:12]=[CH:11][CH:10]=1>CN(C=O)C>[CH2:8]([O:15][C:16]1[CH:23]=[CH:22][C:19]([CH2:20][O:4][CH2:3][C:2]([CH3:5])=[CH2:1])=[CH:18][CH:17]=1)[C:9]1[CH:14]=[CH:13][CH:12]=[CH:11][CH:10]=1 |f:1.2|. Reported procedure: A solution of 2-methyl-2-propen-1-ol (120) (1.17 mL, 13.9 mmol) in anhydrous DMF (5 mL, then 2×1 mL to rinse) was added to a suspension of 60% NaH (674 mg, 16.9 mmol) in anhydrous DMF (5 mL) under N2 at 0° C. and the mixture was stirred at 0° C. for 30 min. A solution of 4-(benzyloxy)benzyl chloride (3.87 g, 16.6 mmol) in anhydrous DMF (6 mL, then 2×2 mL to rinse) was added and the mixture was stirred at room temperature for 16 h. The resulting mixture was added to ice/aqueous NaHCO3 (100 mL) an...